From a dataset of the Open Reaction Database (ORD), a public repository of structured organic reaction records. describe an organic reaction: reactants, conditions, products, and yield Reaction conditions: temperature 105 celsius. Reported procedure: The compound prepared in step (5) (4.3 g) and 25% aqueous ammonia (50 ml) were enclosed in a stainless steel sealed tube, heated at 105° C. for 14 hours and allowed to cool. The crystals precipitated were collected by filtration, washed with water and dried to provide 3.2 g of 7-amino-5-(3-hydroxybutyl)pyrazolo[1,5-a]pyrimidine as light yellow crystals. Yields the product NC1=CC(=NC=2N1N=CC2)CCC(C)O (7-amino-5-(3-hydroxybutyl)pyrazolo[1,5-a]pyrimidine). Starting materials: C(C)(=O)OC(CCC1=NC=2N(C(=C1)Cl)N=CC2)C (5-(3-acetoxybutyl)-7-chloropyrazolo[1,5-a]pyrimidine), N (ammonia). As a reaction SMILES: C([O:4][CH:5]([CH3:18])[CH2:6][CH2:7][C:8]1[CH:13]=[C:12](Cl)[N:11]2[N:15]=[CH:16][CH:17]=[C:10]2[N:9]=1)(=O)C.[NH3:19]>>[NH2:19][C:12]1[N:11]2[N:15]=[CH:16][CH:17]=[C:10]2[N:9]=[C:8]([CH2:7][CH2:6][CH:5]([OH:4])[CH3:18])[CH:13]=1. Reactants: CO, CC1(C)OC(=O)Nc2ccc(OCCCCSc3ccc(Cl)c(Cl)c3)cc21, [O-][I+3]([O-])([O-])[O-], [Na+], O. Yields the product CC1(C)OC(=O)Nc2ccc(OCCCCS(=O)c3ccc(Cl)c(Cl)c3)cc21. As a reaction SMILES: [CH3:34][OH:35].[Cl:1][c:2]1[cH:3][c:4]([S:9][CH2:10][CH2:11][CH2:12][CH2:13][O:14][c:15]2[cH:16][cH:17][c:18]3[c:19]([cH:27]2)[C:20]([CH3:25])([CH3:26])[O:21][C:22](=[O:24])[NH:23]3)[cH:5][cH:6][c:7]1[Cl:8].[I+3:28]([O-:29])([O-:30])([O-:31])[O-:32].[Na+:33].[OH2:36]>>[Cl:1][c:2]1[cH:3][c:4]([S:9]([CH2:10][CH2:11][CH2:12][CH2:13][O:14][c:15]2[cH:16][cH:17][c:18]3[c:19]([cH:27]2)[C:20]([CH3:25])([CH3:26])[O:21][C:22](=[O:24])[NH:23]3)=[O:29])[cH:5][cH:6][c:7]1[Cl:8].